This data is from the Open Reaction Database (ORD), a public repository of structured organic reaction records. The task is: describe an organic reaction: reactants, conditions, products, and yield Reactants: C1(CCCCC1)NC1CCCCC1 (dicyclohexylamine), N[C@H](CC1=CC=CC=C1)C(=O)O (D-phenylalanine), ClC(=O)OC (methyl chloroformate). As a reaction SMILES: [NH2:1][C@@H:2]([C:10]([OH:12])=[O:11])[CH2:3][C:4]1[CH:9]=[CH:8][CH:7]=[CH:6][CH:5]=1.Cl[C:14]([O:16][CH3:17])=[O:15].[CH:18]1([NH:24][CH:25]2[CH2:30][CH2:29][CH2:28][CH2:27][CH2:26]2)[CH2:23][CH2:22][CH2:21][CH2:20][CH2:19]1>[OH-].[Na+].O>[CH:25]1([NH:24][CH:18]2[CH2:19][CH2:20][CH2:21][CH2:22][CH2:23]2)[CH2:26][CH2:27][CH2:28][CH2:29][CH2:30]1.[CH3:17][O:16][C:14]([NH:1][C@@H:2]([C:10]([OH:12])=[O:11])[CH2:3][C:4]1[CH:9]=[CH:8][CH:7]=[CH:6][CH:5]=1)=[O:15] |f:3.4,6.7|. Conditions: temperature 0 celsius, time 30 minute. Run in O (water), [OH-].[Na+] (NaOH), [OH-].[Na+] (NaOH). Reported procedure: 5 g (30 mmol) of D-phenylalanine is dissolved in 15 ml of 2M NaOH solution, cooled to 0° C. and, simultaneously, 16.5 ml of 2M NaOH solution and 2.55 ml (33 mmol) of methyl chloroformate are added. The mixture is stirred at this temperature for 30 min, then at room temperature for 2 hours. Diluted with 40 ml of water, the mixture is washed with 10 ml of diethyl ether, acidified to pH3 with 3M HCl and extracted with 4×20 ml of ethyl acetate. The pooled organic extracts are washed with water (20 m... Product: C1(CCCCC1)NC1CCCCC1.COC(=O)N[C@H](CC1=CC=CC=C1)C(=O)O (Methoxycarbonyl-3-phenyl-D-alanine dicyclohexylamine salt). Starting materials: CC(C)(C)OC(=O)N1CCC2(CCCNC2)CC1, CCN(C(C)C)C(C)C, CC(C)O, CCOC(C)=O, [Cl-], Clc1cc[nH+]cc1, [Na+], O=C([O-])O. Product: CC(C)(C)OC(=O)N1CCC2(CCCN(c3ccncc3)C2)CC1. Reaction SMILES: [CH2:1]1[NH:2][CH2:3][CH2:4][CH2:5][C:6]12[CH2:7][CH2:8][N:9]([C:12](=[O:13])[O:14][C:15]([CH3:16])([CH3:17])[CH3:18])[CH2:10][CH2:11]2.[CH2:27]([N:28]([CH:29]([CH3:30])[CH3:31])[CH:32]([CH3:33])[CH3:34])[CH3:35].[CH3:41][CH:42]([OH:43])[CH3:44].[CH3:45][CH2:46][O:47][C:48](=[O:49])[CH3:50].[Cl-:19].[Cl:20][c:21]1[cH:22][cH:23][nH+:24][cH:25][cH:26]1.[Na+:40].[O-:36][C:37]([OH:38])=[O:39]>>[CH2:1]1[N:2]([c:21]2[cH:22][cH:23][n:24][cH:25][cH:26]2)[CH2:3][CH2:4][CH2:5][C:6]12[CH2:7][CH2:8][N:9]([C:12](=[O:13])[O:14][C:15]([CH3:16])([CH3:17])[CH3:18])[CH2:10][CH2:11]2. Reactants: CCOC(C)=O, CCCCCC, CCOC(=O)C(C(=O)OCC)C(=O)C1(c2ccccc2F)CCOCC1, O=P12OP3(=O)OP(=O)(O1)OP(=O)(O2)O3, O=S(=O)(O)O. The product is CCOC(=O)C1=C(O)c2cccc(F)c2C2(CCOCC2)C1=O. As a reaction SMILES: [CH3:46][CH2:47][O:48][C:49]([CH3:50])=[O:51].[CH3:52][CH2:53][CH2:54][CH2:55][CH2:56][CH3:57].[F:20][c:21]1[c:22]([C:27]2([C:33](=[O:34])[CH:35]([C:36](=[O:37])[O:38][CH2:39][CH3:40])[C:41](=[O:42])[O:43][CH2:44][CH3:45])[CH2:28][CH2:29][O:30][CH2:31][CH2:32]2)[cH:23][cH:24][cH:25][cH:26]1.[O:6]=[P:7]12[O:8][P:9]3(=[O:19])[O:10][P:11](=[O:17])([O:12][P:13](=[O:16])([O:14]3)[O:15]1)[O:18]2.[S:1](=[O:2])(=[O:3])([OH:4])[OH:5]>>[F:20][c:21]1[c:22]2[c:23]([cH:24][cH:25][cH:26]1)[C:41]([OH:42])=[C:35]([C:36](=[O:37])[O:38][CH2:39][CH3:40])[C:33](=[O:34])[C:27]21[CH2:28][CH2:29][O:30][CH2:31][CH2:32]1. The reactants are C(C)(=O)O[C@H](C(=O)O)CC1CCCC1 (2-(S)-acetoxy-3-(cyclopentyl)propanoic acid), C(=O)([O-])[O-].[K+].[K+] (K2CO3). Solvent: CO (MeOH), O (H2O). Reaction conditions: time 30 hour. Product: O[C@H](C(=O)O)CC1CCCC1 (2-(S)-Hydroxy-3-(cyclopentyl)propanoic acid). Yield: 92.1%. Reaction SMILES: C([O:4][C@@H:5]([CH2:9][CH:10]1[CH2:14][CH2:13][CH2:12][CH2:11]1)[C:6]([OH:8])=[O:7])(=O)C.C([O-])([O-])=O.[K+].[K+]>CO.O>[OH:4][C@@H:5]([CH2:9][CH:10]1[CH2:14][CH2:13][CH2:12][CH2:11]1)[C:6]([OH:8])=[O:7] |f:1.2.3|. Procedure details: A solution of 395 mg (1.97 mmol) of 2-(S)-acetoxy-3-(cyclopentyl)propanoic acid (from Step E) in 10 mL MeOH and 1 mL of H2O was treated with 1.29 g (9.33 mmol) of K2CO3 and stirred at rt for 30 h. The volatiles were removed under reduced pressure. The crude product was partitioned between 100 mL of ether and 100 mL of H2O and the layers were separated. The aqueous layer was acidified to pH 1-2 using 2.0 N HCl and extracted with 3×150 mL of EtOAc. The combined organic layers were dried over Na2SO... Starting materials: N#Cc1ccc(Cn2cncc2CCl)cc1, Cc1ncc(CCl)n1Cc1ccc(C#N)cc1, CCOC(=O)C1(Cc2cccc(CNS(C)(=O)=O)c2)CCNCC1, CCOCC, Cl, Cl, Cl. Yields the product CCOC(=O)C1(Cc2cccc(CNS(C)(=O)=O)c2)CCN(Cc2cnc(C)n2Cc2ccc(C#N)cc2)CC1. RXN SMILES: [C:27]([c:28]1[cH:29][cH:30][c:31]([CH2:32][n:33]2[c:34]([CH2:35][Cl:36])[cH:37][n:38][cH:39]2)[cH:40][cH:41]1)#[N:42].[C:44](#[N:45])[c:46]1[cH:47][cH:48][c:49]([CH2:50][n:51]2[c:52]([CH3:58])[n:53][cH:54][c:55]2[CH2:56][Cl:57])[cH:59][cH:60]1.[CH3:2][S:3](=[O:4])(=[O:5])[NH:6][CH2:7][c:8]1[cH:9][c:10]([CH2:11][C:12]2([C:18](=[O:19])[O:20][CH2:21][CH3:22])[CH2:13][CH2:14][NH:15][CH2:16][CH2:17]2)[cH:23][cH:24][cH:25]1.[CH3:61][CH2:62][O:63][CH2:64][CH3:65].[ClH:1].[ClH:26].[ClH:43]>>[CH3:2][S:3](=[O:4])(=[O:5])[NH:6][CH2:7][c:8]1[cH:9][c:10]([CH2:11][C:12]2([C:18](=[O:19])[O:20][CH2:21][CH3:22])[CH2:13][CH2:14][N:15]([CH2:56][c:55]3[n:51]([CH2:50][c:49]4[cH:48][cH:47][c:46]([C:44]#[N:45])[cH:60][cH:59]4)[c:52]([CH3:58])[n:53][cH:54]3)[CH2:16][CH2:17]2)[cH:23][cH:24][cH:25]1.